This data is from the Open Reaction Database (ORD), a public repository of structured organic reaction records. The task is: describe an organic reaction: reactants, conditions, products, and yield Starting materials: ClCCCOC=1C=C2C(NC=NC2=CC1OC)=O (6-(3-chloropropoxy)-7-methoxyquinazoline-4-one), S(=O)(Cl)Cl (thionyl chloride). The solvent is CN(C)C=O (DMF). Reaction conditions: time 30 minute. Product: ClCCCOC=1C=C2C(=NC=NC2=CC1OC)Cl (6-(3-chloropropoxy)-7-methoxy-4-chloroquinazoline). The yield is 95.0%. RXN SMILES: [Cl:1][CH2:2][CH2:3][CH2:4][O:5][C:6]1[CH:7]=[C:8]2[C:13](=[CH:14][C:15]=1[O:16][CH3:17])[N:12]=[CH:11][NH:10][C:9]2=O.S(Cl)([Cl:21])=O>CN(C=O)C>[Cl:1][CH2:2][CH2:3][CH2:4][O:5][C:6]1[CH:7]=[C:8]2[C:13](=[CH:14][C:15]=1[O:16][CH3:17])[N:12]=[CH:11][N:10]=[C:9]2[Cl:21]. Procedure details: 6-(3-chloropropoxy)-7-methoxyquinazoline-4-one (400 gm), thionyl chloride (3.2 lt) and DMF (100 ml) were refluxed for 7-8 hours. Thionyl chloride was distilled off completely under reduced pressure below 45° C. Methylene chloride (2.5 lt) and water (1.5 lt) were charged, stirred for 30 minutes at room temperature and the layers separated. The aqueous layer was extracted twice with methylene chloride (500 ml), the combined methylene chloride layer was washed with 1% sodium bicarbonate solution (1... The reactants are NC1CCOCC1 (4-aminotetrahydropyran), CN1N=NC(=C1COC1=NC=C(C(=O)O)C=C1)C1=NC=CC=C1 (6-(3-methyl-5-pyridin-2-yl-3H-[1,2,3]triazol-4-ylmethoxy)-nicotinic acid), CN(C)C(=[N+](C)C)ON1C2=C(C=CC=C2)N=N1.[B-](F)(F)(F)F (TBTU), CCN(C(C)C)C(C)C (DIPEA). Solvent: CN(C)C=O (DMF). Conditions: time 1 hour. Yields the product CN1N=NC(=C1COC1=NC=C(C(=O)NC2CCOCC2)C=C1)C1=NC=CC=C1 (6-(3-Methyl-5-pyridin-2-yl-3H-[1,2,3]triazol-4-ylmethoxy)-N-(tetrahydro-pyran-4-yl)-nicotinamide). The yield is 70.8%. As a reaction SMILES: [CH3:1][N:2]1[C:6]([CH2:7][O:8][C:9]2[CH:17]=[CH:16][C:12]([C:13]([OH:15])=O)=[CH:11][N:10]=2)=[C:5]([C:18]2[CH:23]=[CH:22][CH:21]=[CH:20][N:19]=2)[N:4]=[N:3]1.CN(C(ON1N=NC2C=CC=CC1=2)=[N+](C)C)C.[B-](F)(F)(F)F.CCN(C(C)C)C(C)C.[NH2:55][CH:56]1[CH2:61][CH2:60][O:59][CH2:58][CH2:57]1>CN(C=O)C>[CH3:1][N:2]1[C:6]([CH2:7][O:8][C:9]2[CH:17]=[CH:16][C:12]([C:13]([NH:55][CH:56]3[CH2:61][CH2:60][O:59][CH2:58][CH2:57]3)=[O:15])=[CH:11][N:10]=2)=[C:5]([C:18]2[CH:23]=[CH:22][CH:21]=[CH:20][N:19]=2)[N:4]=[N:3]1 |f:1.2|. Reported procedure: To a solution of 6-(3-methyl-5-pyridin-2-yl-3H-[1,2,3]triazol-4-ylmethoxy)-nicotinic acid (76 mg, 0.24 mmol) and TBTU (86 mg, 0.27 mmol) in DMF (1.2 mL) was added DIPEA (209 μL, 1.22 mmol). Then 4-aminotetrahydropyran (27 mg, 0.27 mmol) was added and the mixture was stirred at room temperature under Ar for 1 h. The mixture was then evaporated and purification by chromatography (silica, 50 to 100% ethyl acetate in heptane) afforded the title compound (67 mg, 70%) as a white solid after recrystall... Reactants: [Si](C)(C)(C(C)(C)C)OCC=1C(NC(N(C1)C(=O)NCCCCCC)=O)=O (5-[[tert-butyl(dimethyl)silyl]oxymethyl]-N-hexyl-2,4-dioxo-pyrimidine-1-carboxamide), IC (iodomethane). Conditions: time 45 minute. Yields the product [Si](C)(C)(C(C)(C)C)OCC=1C(N(C(N(C1)C(=O)NCCCCCC)=O)C)=O (5-[[tert-butyl(dimethyl)silyl]oxymethyl]-N-hexyl-3-methyl-2,4-dioxo-pyrimidine-1-carboxamide). The yield is 37.0%. As a reaction SMILES: [Si:1]([O:8][CH2:9][C:10]1[C:11](=[O:26])[NH:12][C:13](=[O:25])[N:14]([C:16]([NH:18][CH2:19][CH2:20][CH2:21][CH2:22][CH2:23][CH3:24])=[O:17])[CH:15]=1)([C:4]([CH3:7])([CH3:6])[CH3:5])([CH3:3])[CH3:2].I[CH3:28]>>[Si:1]([O:8][CH2:9][C:10]1[C:11](=[O:26])[N:12]([CH3:28])[C:13](=[O:25])[N:14]([C:16]([NH:18][CH2:19][CH2:20][CH2:21][CH2:22][CH2:23][CH3:24])=[O:17])[CH:15]=1)([C:4]([CH3:5])([CH3:7])[CH3:6])([CH3:3])[CH3:2]. Reported procedure: The title compound was obtained according to the procedure described for the synthesis of Example 16 (Step 1), starting from 5-[[tert-butyl(dimethyl)silyl]oxymethyl]-N-hexyl-2,4-dioxo-pyrimidine-1-carboxamide (0.14 g, 0.37 mmol); iodomethane was used herein and the reaction was stirred under nitrogen at room temperature for 45 minutes. The crude was purified by column chromatography using a Teledyne ISCO apparatus (cyclohexane:EtOAc 90:10) to afford the title compound (0.055 g, 37%) as a clear, ... The reactants are O (water), ClC1=NC=CC=C1[N+](=O)[O-] (2-chloro-3-nitropyridine), ClC1=CC=C(CN)C=C1 (4-chlorobenzylamine), CC1=NC=C(C=C1)CC (2-methyl-5-ethylpyridine). Solvent: C(C)(=O)O (acetic acid), C=1(C(=CC=CC1)C)C (xylene). Product: ClC1=CC=C(C=C1)CNC1=NC=CC=C1[N+](=O)[O-] (2-(4-chlorophenylmethylamino)-3-nitropyridine), crystals. As a reaction SMILES: Cl[C:2]1[C:7]([N+:8]([O-:10])=[O:9])=[CH:6][CH:5]=[CH:4][N:3]=1.[Cl:11][C:12]1[CH:19]=[CH:18][C:15]([CH2:16][NH2:17])=[CH:14][CH:13]=1.CC1C=CC(CC)=CN=1.O>C1(C)C(C)=CC=CC=1.C(O)(=O)C>[Cl:11][C:12]1[CH:19]=[CH:18][C:15]([CH2:16][NH:17][C:2]2[C:7]([N+:8]([O-:10])=[O:9])=[CH:6][CH:5]=[CH:4][N:3]=2)=[CH:14][CH:13]=1. Procedure: A solution of 26.5 g of 2-chloro-3-nitropyridine, 23.7 g of 4-chlorobenzylamine and 25 ml of 2-methyl-5-ethylpyridine in 200 ml of xylene is refluxed for 12 hours. The reaction mixture is then cooled, water and acetic acid are added and the resulting mixture is then extracted with ether. The organic phase is dried over magnesium sulfate, filtered and then evaporated under vacuum to give an oil which crystallizes from isopropyl ether. The crystals are filtered off and then dried to give 27 of 2-(... Reactants: NC=1C=NC=CC1C=O (3-amino-4-pyridine carboxaldehyde), COC1=C(C=CC=C1)CCC#N (3-(2-methoxyphenyl)propionitrile). Product: COC1=C(CC=2C(=NC3=CN=CC=C3C2)N)C=CC=C1 (3-(2-Methoxybenzyl)-1,7-naphthyridin-2-amine). As a reaction SMILES: [NH2:1][C:2]1[CH:3]=[N:4][CH:5]=[CH:6][C:7]=1[CH:8]=O.[CH3:10][O:11][C:12]1[CH:17]=[CH:16][CH:15]=[CH:14][C:13]=1[CH2:18][CH2:19][C:20]#[N:21]>>[CH3:10][O:11][C:12]1[CH:17]=[CH:16][CH:15]=[CH:14][C:13]=1[CH2:18][C:19]1[C:20]([NH2:21])=[N:1][C:2]2[C:7]([CH:8]=1)=[CH:6][CH:5]=[N:4][CH:3]=2. Procedure details: The title compound was synthesized according to EXAMPLE 11 from 3-amino-4-pyridine carboxaldehyde and 3-(2-methoxyphenyl)propionitrile.